This data is from the Open Reaction Database (ORD), a public repository of structured organic reaction records. The task is: describe an organic reaction: reactants, conditions, products, and yield Starting materials: C(C)OC(=O)C1=CC=2C(=NC=C(C2)Br)N1 (5-Bromo-1H-pyrrolo[2,3-b]pyridine-2-carboxylic acid ethyl ester), B1(OC(C(O1)(C)C)(C)C)B2OC(C(O2)(C)C)(C)C (bis(pinacolato)diboron), C1(CCCCC1)P(C1CCCCC1)C1CCCCC1 (tricyclohexylphosphine), C(C)(=O)[O-].[K+] (potassium acetate), N1=CC=C(C=C1)CNC(=O)C=1N(C(=C(N1)Br)C)COCC[Si](C)(C)C (4-Bromo-5-methyl-1-(2-trimethylsilanyl-ethoxymethyl)-1H-imidazole-2-carboxylic acid(pyridin-4-ylmethyl)-amide), Bis(di-t-butyl(4-dimethylaminophenyl)phosphine)dichloropalladium(II), C(=O)([O-])[O-].[Na+].[Na+] (Na2CO3). The reagents and catalysts are C=1C=CC(=CC1)/C=C/C(=O)/C=C/C2=CC=CC=C2.C=1C=CC(=CC1)/C=C/C(=O)/C=C/C2=CC=CC=C2.[Pd] (Pd(dba)2). The solvent is CO.ClCCl (methanol dichloromethane), O1CCOCC1 (1,4-dioxane). Reaction conditions: temperature 110 celsius. Yields the product C(C)OC(=O)C1=CC=2C(=NC=C(C2)C=2NC(=NC2C)C(NCC2=CC=NC=C2)=O)N1 (5-{5-Methyl-2-[(pyridin-4-ylmethyl)-carbamoyl]-3H-imidazol-4-yl}-1H-pyrrolo[2,3-b]pyridine-2-carboxylic acid ethyl ester), C(C)OC(=O)C1=CC=2C(=NC=C(C2)C=2N=C(N(C2C)COCC[Si](C)(C)C)C(NCC2=CC=NC=C2)=O)N1 (5-[5-Methyl-2-[(pyridin-4-ylmethyl)-carbamoyl]-1-(2-trimethylsilanyl-ethoxymethyl)-1H-imidazol-4-yl]-1H-pyrrolo[2,3-b]pyridine-2-carboxylic acid ethyl ester). Isolated yield 105.9%. RXN SMILES: [CH2:1]([O:3][C:4]([C:6]1[NH:15][C:9]2=[N:10][CH:11]=[C:12](Br)[CH:13]=[C:8]2[CH:7]=1)=[O:5])[CH3:2].B1(B2OC(C)(C)C(C)(C)O2)OC(C)(C)C(C)(C)O1.C1(P(C2CCCCC2)C2CCCCC2)CCCCC1.C([O-])(=O)C.[K+].[N:58]1[CH:63]=[CH:62][C:61]([CH2:64][NH:65][C:66]([C:68]2[N:69]([CH2:75][O:76][CH2:77][CH2:78][Si:79]([CH3:82])([CH3:81])[CH3:80])[C:70]([CH3:74])=[C:71](Br)[N:72]=2)=[O:67])=[CH:60][CH:59]=1.C([O-])([O-])=O.[Na+].[Na+]>O1CCOCC1.CO.ClCCl.C1C=CC(/C=C/C(/C=C/C2C=CC=CC=2)=O)=CC=1.C1C=CC(/C=C/C(/C=C/C2C=CC=CC=2)=O)=CC=1.[Pd]>[CH2:1]([O:3][C:4]([C:6]1[NH:15][C:9]2=[N:10][CH:11]=[C:12]([C:71]3[NH:72][C:68]([C:66](=[O:67])[NH:65][CH2:64][C:61]4[CH:62]=[CH:63][N:58]=[CH:59][CH:60]=4)=[N:69][C:70]=3[CH3:74])[CH:13]=[C:8]2[CH:7]=1)=[O:5])[CH3:2].[CH2:1]([O:3][C:4]([C:6]1[NH:15][C:9]2=[N:10][CH:11]=[C:12]([C:71]3[N:72]=[C:68]([C:66](=[O:67])[NH:65][CH2:64][C:61]4[CH:62]=[CH:63][N:58]=[CH:59][CH:60]=4)[N:69]([CH2:75][O:76][CH2:77][CH2:78][Si:79]([CH3:80])([CH3:82])[CH3:81])[C:70]=3[CH3:74])[CH:13]=[C:8]2[CH:7]=1)=[O:5])[CH3:2] |f:3.4,6.7.8,10.11,12.13.14|. Reported procedure: A mixture of 5-Bromo-1H-pyrrolo[2,3-b]pyridine-2-carboxylic acid ethyl ester (143 mg, 0.53 mmol), bis(pinacolato)diboron (202 mg, 0.79 mmol), tricyclohexylphosphine (15 mg, 0.053 mmol), potassium acetate (105 mg, 1.07 mmol) and Pd(dba)2 (15 mg, 0.027 mmol) in 1,4-dioxane (5 ml) is heated to 110° C. in an oil bath for 1 hour under argon. 4-Bromo-5-methyl-1-(2-trimethylsilanyl-ethoxymethyl)-1H-imidazole-2-carboxylic acid(pyridin-4-ylmethyl)-amide (225 mg, 0.53 mmol) and (Bis(di-t-butyl(4-dimethyla... Reactants: O=C1CCN(C(=O)OCc2ccccc2)CC1, [Cl-], Fc1ccc(C[Mg+])cc1. The product is O=C(OCc1ccccc1)N1CCC(O)(Cc2ccc(F)cc2)CC1. As a reaction SMILES: [CH2:1]([c:2]1[cH:3][cH:4][cH:5][cH:6][cH:7]1)[O:8][C:9](=[O:10])[N:11]1[CH2:12][CH2:13][C:14](=[O:17])[CH2:15][CH2:16]1.[Cl-:18].[F:19][c:20]1[cH:21][cH:22][c:23]([CH2:24][Mg+:25])[cH:26][cH:27]1>>[CH2:1]([c:2]1[cH:3][cH:4][cH:5][cH:6][cH:7]1)[O:8][C:9](=[O:10])[N:11]1[CH2:12][CH2:13][C:14]([OH:17])([CH2:24][c:23]2[cH:22][cH:21][c:20]([F:19])[cH:27][cH:26]2)[CH2:15][CH2:16]1. Reactants: [F-].[K+] (KF), C(C)(C)(C)OC(=O)N1CC2CC3=C(C2C1)SC(=C3Br)I (6-Bromo-5-iodo-3,3a,7,7a-tetrahydro-1H-4-thia-2-aza-cyclopenta[α]-pentalene-2-carboxylic acid tert-butyl ester), FC(F)(F)[Si](C)(C)C (trifluoromethyl trimethylsilane). Reagents/catalysts: [Cu]I (CuI). Solvent: CN(C)C=O.CN1C(CCC1)=O (DMF 1-methyl-2-pyrollidinone). Run at temperature 80 celsius, time 1 hour. Product: C(C)(C)(C)OC(=O)N1CC2CC3=C(C2C1)SC(=C3Br)C(F)(F)F (6-Bromo-5-trifluoromethyl-3,3a,7,7a-tetrahydro-1H-4-thia-2-aza-cyclopenta[α]pentalene-2-carboxylic acid tert-butyl ester). As a reaction SMILES: [F-].[K+].[C:3]([O:7][C:8]([N:10]1[CH2:17][CH:16]2[CH:12]([CH2:13][C:14]3[C:20]([Br:21])=[C:19](I)[S:18][C:15]=32)[CH2:11]1)=[O:9])([CH3:6])([CH3:5])[CH3:4].[F:23][C:24]([Si](C)(C)C)([F:26])[F:25]>CN(C=O)C.CN1CCCC1=O.[Cu]I>[C:3]([O:7][C:8]([N:10]1[CH2:17][CH:16]2[CH:12]([CH2:13][C:14]3[C:20]([Br:21])=[C:19]([C:24]([F:26])([F:25])[F:23])[S:18][C:15]=32)[CH2:11]1)=[O:9])([CH3:6])([CH3:5])[CH3:4] |f:0.1,4.5|. Procedure: Dipyridyl (31 mg, 0.20 mmol), CuI (34 mg, 0.18 mmol) and KF (10 mg, 0.18 mmol) were added to a solution of the product from step b) (78 mg, 0.17 mmol) in 1.6 mL of 1:1 DMF/1-methyl-2-pyrollidinone. The reaction mixture was stirred for 1 hour at 80° C. and then cooled to room temperature. Next, trifluoromethyl trimethylsilane (118 mg, 0.83 mmol) was added and the reaction mixture was heated to 80° C. for 12 hours. The reaction was cooled to room temperature and filtered through a silica plug elut... Reactants: n1c(nc2c(c1c1cnc(nc1)N)CCN2[C@]1(CCN(C1)C(=O)OCc1ccccc1)C)N1CCOCC1. Reagents/catalysts: c1ccc(cc1)-c2c3ccccc3cc4ccccc24 (9-Phenylanthracene), [NH4+].[OH-] (NH4OH), 10% Pd/C (wet). The solvent is CO (MeOH). Conditions: temperature 50 celsius, time 18 hour. The product is CC1(CCNC1)N2CCc3c2nc(nc3c4cnc(N)nc4)N5CCOCC5. Reaction SMILES: [CH3:1][C:2]1([N:7]2[c:11]3[c:10]([c:15]([c:16]4[cH:22][n:21][c:19]([NH2:20])[n:18][cH:17]4)[n:14][c:13]([N:23]5[CH2:28][CH2:27][O:26][CH2:25][CH2:24]5)[n:12]3)[CH2:9][CH2:8]2)[CH2:6][N:5](C(OCc6ccccc6)=O)[CH2:4][CH2:3]1>>[CH3:1][C:2]1([N:7]2[c:11]3[c:10]([c:15]([c:16]4[cH:22][n:21][c:19]([NH2:20])[n:18][cH:17]4)[n:14][c:13]([N:23]5[CH2:28][CH2:27][O:26][CH2:25][CH2:24]5)[n:12]3)[CH2:9][CH2:8]2)[CH2:6][NH:5][CH2:4][CH2:3]1.